This data is from the Open Reaction Database (ORD), a public repository of structured organic reaction records. The task is: describe an organic reaction: reactants, conditions, products, and yield Starting materials: N[C@@H](C(C)C)C(=O)NC(CC(=O)OC(C)(C)C)C(CF)O (N-(Valinyl)-3-amino-4-hydroxy-5-fluoropentanoic acid, t-butyl ester), CCN=C=NCCCN(C)C (EDAC), FC=1C=C2C=C(N(C2=CC1)C)C(=O)O (5-fluoro-1-methylindole-2-carboxylic acid). Reagents/catalysts: CN(C)C=1C=CN=CC1 (DMAP). Solvent: CN(C)C=O (DMF). Run at temperature 0 celsius, time 10 minute. Product: FC=1C=C2C=C(N(C2=CC1)C)C(=O)N[C@@H](C(C)C)C(=O)NC(CC(=O)OC(C)(C)C)C(CF)O (N-[(5-Fluoro-1-Methylindole-2-Carbonyl)Valinyl]-3-Amino-4-Hydroxy-5-Fluoropentanoic Acid, t-Butyl Ester), solid. As a reaction SMILES: CCN=C=NCCCN(C)C.[F:12][C:13]1[CH:14]=[C:15]2[C:19](=[CH:20][CH:21]=1)[N:18]([CH3:22])[C:17]([C:23]([OH:25])=O)=[CH:16]2.[NH2:26][C@H:27]([C:31]([NH:33][CH:34]([CH:43]([OH:46])[CH2:44][F:45])[CH2:35][C:36]([O:38][C:39]([CH3:42])([CH3:41])[CH3:40])=[O:37])=[O:32])[CH:28]([CH3:30])[CH3:29]>CN(C1C=CN=CC=1)C.CN(C=O)C>[F:12][C:13]1[CH:14]=[C:15]2[C:19](=[CH:20][CH:21]=1)[N:18]([CH3:22])[C:17]([C:23]([NH:26][C@H:27]([C:31]([NH:33][CH:34]([CH:43]([OH:46])[CH2:44][F:45])[CH2:35][C:36]([O:38][C:39]([CH3:40])([CH3:41])[CH3:42])=[O:37])=[O:32])[CH:28]([CH3:29])[CH3:30])=[O:25])=[CH:16]2. Reported procedure: DMAP (257 mg, 2.08 mmol) and EDAC (427 mg, 2.23 mmol) were added as solids to a solution of 5-fluoro-1-methylindole-2-carboxylic acid (359 mg, 86 mmol in 3 mL of DMF), and the resultant reaction mixture was stirred for 10 minutes under a nitrogen atmosphere at 0° C. N-(Valinyl)-3-amino-4-hydroxy-5-fluoropentanoic acid, t-butyl ester (579 mg, 1.86 mmol) in DMF (3 mL) was added and the resulting solution was stirred for 1 hour under a nitrogen atmosphere at 0° C. and 4 hours at room temperature. T... Reactants: C1CCOC1, [Li]CCCC, Cc1cc(F)ccc1Br, CC(C)NC(C)C, [Cl-], [NH4+], CN(C)C=O. The product is Cc1cc(F)c(C=O)cc1Br. Reaction SMILES: [CH2:29]1[O:30][CH2:31][CH2:32][CH2:33]1.[CH2:8]([Li:9])[CH2:10][CH2:11][CH3:12].[CH3:13][c:14]1[c:15]([Br:21])[cH:16][cH:17][c:18]([F:20])[cH:19]1.[CH:1]([NH:2][CH:3]([CH3:4])[CH3:5])([CH3:6])[CH3:7].[Cl-:27].[NH4+:28].[O:22]=[CH:23][N:24]([CH3:25])[CH3:26]>>[CH3:13][c:14]1[c:15]([Br:21])[cH:16][c:17]([CH:23]=[O:22])[c:18]([F:20])[cH:19]1.